Dataset: the Open Reaction Database (ORD), a public repository of structured organic reaction records. Task: describe an organic reaction: reactants, conditions, products, and yield Reaction SMILES: [H-].[Na+].[O:3]=[C:4]([CH3:11])[CH2:5][C:6]([O:8][CH2:9][CH3:10])=[O:7].Cl[C:13]1[CH:18]=[CH:17][C:16]([N+:19]([O-:21])=[O:20])=[CH:15][C:14]=1[N+:22]([O-:24])=[O:23].Cl>O1CCCC1>[N+:19]([C:16]1[CH:15]=[C:14]([N+:22]([O-:24])=[O:23])[CH:13]=[CH:18][C:17]=1[CH:5]([C:4](=[O:3])[CH3:11])[C:6]([O:8][CH2:9][CH3:10])=[O:7])([O-:21])=[O:20] |f:0.1|. Yields the product [N+](=O)([O-])C1=C(C=CC(=C1)[N+](=O)[O-])C(C(=O)OCC)C(C)=O (ethyl 2-(2,4-dinitrophenyl)-3-oxobutanoate). The solvent is O1CCCC1 (tetrahydrofuran). Reported procedure: Sodium hydride (417 mmol) was added to a solution of ethyl 3-oxobutanoate (129 mmol) in tetrahydrofuran (350 mL). 1-Chloro-2,4-dinitrobenzene (123 mmol) was added and the resulting suspension was maintained for 24 h at rt. The pH was adjusted to 5 by the addition of 3 M hydrochloric acid and the resulting solution was extracted with diethyl ether (300 mL). The organic layer was washed with water (3×300 mL), dried (magnesium sulfate), and concentrated to provide ethyl 2-(2,4-dinitrophenyl)-3-oxob... Isolated yield 98.0%. Starting materials: Cl (hydrochloric acid), [H-].[Na+] (Sodium hydride), O=C(CC(=O)OCC)C (ethyl 3-oxobutanoate), ClC1=C(C=C(C=C1)[N+](=O)[O-])[N+](=O)[O-] (1-Chloro-2,4-dinitrobenzene). Starting materials: [Al+3], CC(CCC(=O)N(Cc1ccccc1)Cc1ccccc1)(c1ccc(O)cc1)c1ccc(O)cc1, [H-], [H-], [H-], [H-], [Li+], C1CCOC1. Product: CC(CCCN(Cc1ccccc1)Cc1ccccc1)(c1ccc(O)cc1)c1ccc(O)cc1. Reaction SMILES: [Al+3:37].[CH2:1]([c:2]1[cH:3][cH:4][cH:5][cH:6][cH:7]1)[N:8]([C:9]([CH2:10][CH2:11][C:12]([CH3:13])([c:14]1[cH:15][cH:16][c:17]([OH:20])[cH:18][cH:19]1)[c:21]1[cH:22][cH:23][c:24]([OH:27])[cH:25][cH:26]1)=[O:28])[CH2:29][c:30]1[cH:31][cH:32][cH:33][cH:34][cH:35]1.[H-:36].[H-:39].[H-:40].[H-:41].[Li+:38].[O:42]1[CH2:43][CH2:44][CH2:45][CH2:46]1>>[CH2:1]([c:2]1[cH:3][cH:4][cH:5][cH:6][cH:7]1)[N:8]([CH2:9][CH2:10][CH2:11][C:12]([CH3:13])([c:14]1[cH:15][cH:16][c:17]([OH:20])[cH:18][cH:19]1)[c:21]1[cH:22][cH:23][c:24]([OH:27])[cH:25][cH:26]1)[CH2:29][c:30]1[cH:31][cH:32][cH:33][cH:34][cH:35]1. Starting materials: ClC1=NC(=C(C=N1)Cl)Cl (2,5,6-trichloropyrimidine), CNC(=O)[C@H]1[C@H](CCCC1)N (cis-2-amino-cyclohexanecarboxylic acid methylamide), C(C)(C)N(C(C)C)CC (N,N-diisopropylethylamine). The solvent is C(C)(C)O (isopropyl alcohol). Conditions: time 24 hour. Product: CNC(=O)[C@H]1[C@H](CCCC1)NC1=NC(=NC=C1Cl)Cl (cis-2-(2,5-dichloro-pyrimidin-4-ylamino)-cyclohexanecarboxylic acid methylamide). The yield is 82.8%. Reaction SMILES: [Cl:1][C:2]1[N:7]=[CH:6][C:5]([Cl:8])=[C:4](Cl)[N:3]=1.[CH3:10][NH:11][C:12]([C@@H:14]1[CH2:19][CH2:18][CH2:17][CH2:16][C@@H:15]1[NH2:20])=[O:13].C(N(CC)C(C)C)(C)C>C(O)(C)C>[CH3:10][NH:11][C:12]([C@@H:14]1[CH2:19][CH2:18][CH2:17][CH2:16][C@@H:15]1[NH:20][C:4]1[C:5]([Cl:8])=[CH:6][N:7]=[C:2]([Cl:1])[N:3]=1)=[O:13]. Procedure: 2,5,6-trichloropyrimidine (368 mg, 2.0 mmol), cis-2-amino-cyclohexanecarboxylic acid methylamide (308 mg, 2.0 mmol), and N,N-diisopropylethylamine (387 mg, 3.0 mmol) were combined in 10 mL isopropyl alcohol and stirred at room temperature for 24 hours. The reaction was concentrated and the organics were partitioned between dichloromethane and saturated sodium bicarbonate solution (100 mL each). The organic layer was separated and was dried (sodium sulfate) to afford a solid which was purified on... Reactants: FC=1C=CC=C2CCC(C12)NC1=NC2=CC=C(C=C2C=C1)N (rac-N2-(7-fluoro-indan-1-yl)-quinoline-2,6-diamine), CN1CCN(CC1)CC(=O)O ((4-methyl-piperazin-1-yl)-acetic acid). Product: FC=1C=CC=C2CCC(C12)NC1=NC2=CC=C(C=C2C=C1)NC(CN1CCN(CC1)C)=O (rac-N-[2-(7-Fluoro-indan-1-ylamino)-quinolin-6-yl]-2-(4-methyl-piperazin-1-yl)-acetamide). As a reaction SMILES: [F:1][C:2]1[CH:3]=[CH:4][CH:5]=[C:6]2[C:10]=1[CH:9]([NH:11][C:12]1[CH:21]=[CH:20][C:19]3[C:14](=[CH:15][CH:16]=[C:17]([NH2:22])[CH:18]=3)[N:13]=1)[CH2:8][CH2:7]2.[CH3:23][N:24]1[CH2:29][CH2:28][N:27]([CH2:30][C:31](O)=[O:32])[CH2:26][CH2:25]1>>[F:1][C:2]1[CH:3]=[CH:4][CH:5]=[C:6]2[C:10]=1[CH:9]([NH:11][C:12]1[CH:21]=[CH:20][C:19]3[C:14](=[CH:15][CH:16]=[C:17]([NH:22][C:31](=[O:32])[CH2:30][N:27]4[CH2:28][CH2:29][N:24]([CH3:23])[CH2:25][CH2:26]4)[CH:18]=3)[N:13]=1)[CH2:8][CH2:7]2. Procedure: The title compound was prepared in accordance with the general method 14 described in example 119 from rac-N2-(7-fluoro-indan-1-yl)-quinoline-2,6-diamine and (4-methyl-piperazin-1-yl)-acetic acid; MS: m/e=434.4 (M+H+). The reactants are CS(=O)(=O)Cl, O=C(Nc1ccc(C(=O)N2CCCCc3cc(Cl)ccc32)cn1)c1ccccc1OCCO, O, c1ccncc1. Product: CS(=O)(=O)OCCOc1ccccc1C(=O)Nc1ccc(C(=O)N2CCCCc3cc(Cl)ccc32)cn1. As a reaction SMILES: [CH3:40][S:41]([Cl:42])(=[O:43])=[O:44].[Cl:1][c:2]1[cH:3][cH:4][c:5]2[c:6]([cH:33]1)[CH2:7][CH2:8][CH2:9][CH2:10][N:11]2[C:12]([c:13]1[cH:14][n:15][c:16]([NH:19][C:20]([c:21]2[c:22]([O:27][CH2:28][CH2:29][OH:30])[cH:23][cH:24][cH:25][cH:26]2)=[O:31])[cH:17][cH:18]1)=[O:32].[OH2:45].[cH:34]1[cH:35][cH:36][n:37][cH:38][cH:39]1>>[Cl:1][c:2]1[cH:3][cH:4][c:5]2[c:6]([cH:33]1)[CH2:7][CH2:8][CH2:9][CH2:10][N:11]2[C:12]([c:13]1[cH:14][n:15][c:16]([NH:19][C:20]([c:21]2[c:22]([O:27][CH2:28][CH2:29][O:30][S:41]([CH3:40])(=[O:43])=[O:44])[cH:23][cH:24][cH:25][cH:26]2)=[O:31])[cH:17][cH:18]1)=[O:32]. The reactants are C[C@H]1[C@@H](CN(C1)CC=1C=NC(=NC1)C)C=1NC(C2=C(N1)N(N=C2)C2CCOCC2)=O (6-{(3S,4S)-4-methyl-1-[(2-methylpyrimidin-5-yl)methyl]pyrrolidin-3-yl}-1-(tetrahydro-2H-pyran-4-yl)-1,5-dihydro-4H-pyrazolo[3,4-d]pyrimidin-4-one), CC=1N=CC(=NC1)C=O (5-methylpyrazine-2-carbaldehyde). Yields the product C[C@H]1[C@@H](CN(C1)CC1=NC=C(N=C1)C)C=1NC(C2=C(N1)N(N=C2)C2CCOCC2)=O (6-{(3S,4S)-4-methyl-1-[(5-methylpyrazin-2-yl)methyl]pyrrolidin-3-yl}-1-(tetrahydro-2H-pyran-4-yl)-1,5-dihydro-4H-pyrazolo[3,4-d]pyrimidin-4-one). RXN SMILES: [CH3:1][C@@H:2]1[CH2:6][N:5]([CH2:7][C:8]2[CH:9]=[N:10][C:11]([CH3:14])=NC=2)[CH2:4][C@H:3]1[C:15]1[NH:16][C:17](=[O:30])[C:18]2[CH:23]=[N:22][N:21]([CH:24]3[CH2:29][CH2:28][O:27][CH2:26][CH2:25]3)[C:19]=2[N:20]=1.C[C:32]1[N:33]=CC(C=O)=NC=1>>[CH3:1][C@@H:2]1[CH2:6][N:5]([CH2:7][C:8]2[CH:9]=[N:10][C:11]([CH3:14])=[CH:32][N:33]=2)[CH2:4][C@H:3]1[C:15]1[NH:16][C:17](=[O:30])[C:18]2[CH:23]=[N:22][N:21]([CH:24]3[CH2:25][CH2:26][O:27][CH2:28][CH2:29]3)[C:19]=2[N:20]=1. Procedure: Following the procedure for the preparation of 6-{(3S,4S)-4-methyl-1-[(2-methylpyrimidin-5-yl)methyl]pyrrolidin-3-yl}-1-(tetrahydro-2H-pyran-4-yl)-1,5-dihydro-4H-pyrazolo[3,4-d]pyrimidin-4-one but substituting 5-methylpyrazine-2-carbaldehyde provided the title compound. 400 MHz 1H NMR (CDCl3) δ 8.53 (s, 1H), 8.47 (s, 1H), 8.03 (s, 1H), 4.83-4.79 (m, 1H), 4.12-4.03 (m, 2H), 3.78-3.75 (m, 1H), 3.61-3.55 (m, 2H), 3.46-3.40 (m, 1H), 3.12-3.09 (m, 1H), 2.87 (m, 1H), 2.64 (m, 1H), 2.53 (m, 2H), 2.47-2...